From a dataset of the Open Reaction Database (ORD), a public repository of structured organic reaction records. describe an organic reaction: reactants, conditions, products, and yield Starting materials: O.C1(=CC=C(C=C1)S(=O)(=O)O)C (p-toluenesulphonic acid monohydrate), C1(=CC=C(C=C1)S(=O)(=O)O)C.C(=O)(O)C1(CCNCC1)C1=CC=CC=C1 (4-carboxy-4-phenylpiperidine p-toluenesulphonate). Run in CO (MeOH). Product: C1(=CC=C(C=C1)S(=O)(=O)O)C.COC(=O)C1(CCNCC1)C1=CC=CC=C1 (4-Methoxycarbonyl-4-phenylpiperidine p-toluenesulphonate). Isolated yield 453.8%. Reaction SMILES: O.[C:2]1([CH3:12])[CH:7]=[CH:6][C:5]([S:8]([OH:11])(=[O:10])=[O:9])=[CH:4][CH:3]=1.[C:13]1(C)C=CC(S(O)(=O)=O)=CC=1.[C:24]([C:27]1([C:33]2[CH:38]=[CH:37][CH:36]=[CH:35][CH:34]=2)[CH2:32][CH2:31][NH:30][CH2:29][CH2:28]1)([OH:26])=[O:25]>CO>[C:2]1([CH3:12])[CH:3]=[CH:4][C:5]([S:8]([OH:11])(=[O:9])=[O:10])=[CH:6][CH:7]=1.[CH3:13][O:25][C:24]([C:27]1([C:33]2[CH:38]=[CH:37][CH:36]=[CH:35][CH:34]=2)[CH2:28][CH2:29][NH:30][CH2:31][CH2:32]1)=[O:26] |f:0.1,2.3,5.6|. Reported procedure: 1 g of p-toluenesulphonic acid monohydrate is added to a solution of 10 g of 4-carboxy-4-phenylpiperidine p-toluenesulphonate in 300 ml of MeOH, and the reaction mixture is heated to reflux for 3 days. It is concentrated under vacuum, the residue is taken up in acetone and ether is added until precipitation takes place. After draining of the precipitate formed, 9.34 g of the expected product are obtained. Reactants: O=CCc1ccc2c(c1)OCO2, Cc1cc(C2CCCN2CCN)nc(-n2ccnc2)n1. The product is Cc1cc(C2CCCN2CCNCCc2ccc3c(c2)OCO3)nc(-n2ccnc2)n1. As a reaction SMILES: [O:1]1[CH2:2][O:3][c:4]2[c:5]1[cH:6][cH:7][c:8]([CH2:10][CH:11]=[O:12])[cH:9]2.[n:13]1(-[c:18]2[n:19][c:20]([CH3:32])[cH:21][c:22]([CH:24]3[N:25]([CH2:29][CH2:30][NH2:31])[CH2:26][CH2:27][CH2:28]3)[n:23]2)[cH:14][n:15][cH:16][cH:17]1>>[O:1]1[CH2:2][O:3][c:4]2[c:5]1[cH:6][cH:7][c:8]([CH2:10][CH2:11][NH:31][CH2:30][CH2:29][N:25]1[CH:24]([c:22]3[cH:21][c:20]([CH3:32])[n:19][c:18](-[n:13]4[cH:14][n:15][cH:16][cH:17]4)[n:23]3)[CH2:28][CH2:27][CH2:26]1)[cH:9]2.